Dataset: the Open Reaction Database (ORD), a public repository of structured organic reaction records. Task: describe an organic reaction: reactants, conditions, products, and yield Starting materials: N1N=CC(=C1)C=O (1H-pyrazole-4-carbaldehyde), [H-].[Na+] (NaH), [I-].[Na+] (sodium iodide), C(CC1=CC=CC=C1)Br (phenethyl bromide). The solvent is C1CCOC1 (THF), C1CCOC1 (THF). Run at time 45 minute. Yields the product C(CC1=CC=CC=C1)N1N=CC(=C1)C=O (1-phenethyl-1H-pyrazole-4-carbaldehyde). Reaction SMILES: [H-].[Na+].[NH:3]1[CH:7]=[C:6]([CH:8]=[O:9])[CH:5]=[N:4]1.[I-].[Na+].[CH2:12](Br)[CH2:13][C:14]1[CH:19]=[CH:18][CH:17]=[CH:16][CH:15]=1>C1COCC1>[CH2:12]([N:3]1[CH:7]=[C:6]([CH:8]=[O:9])[CH:5]=[N:4]1)[CH2:13][C:14]1[CH:19]=[CH:18][CH:17]=[CH:16][CH:15]=1 |f:0.1,3.4|. Procedure details: To a stirred suspension of NaH (125 mg, 3.12 mmol, 60% dispersion in mineral oil) in THF (10 mL), was added dropwise over 5 min, a solution of 1H-pyrazole-4-carbaldehyde (250 mg, 2.60 mmol) in THF (5 mL). The mixture was stirred at rt for 45 min; sodium iodide (10 mg) was added before the addition of phenethyl bromide (0.42 mL, 3.12 mmol). After 15 min, the reaction was heated at 80° C. for 4 h, then cooled to rt, quenched with saturated solution of NH4Cl and extracted with EtOAc (3×50 mL). The ... Reactants: ClC1=NC2=CC=C(C=C2C=C1C(=O)O)Cl (2,6-dichloro-quinoline-3-carboxylic acid), NC(C(=O)O)CC=1C=NC=CC1 (2-amino-3-pyridin-3-yl-propionic acid). The solvent is CS(=O)C (DMSO). Yields the product C(=O)(O)C(CC=1C=NC=CC1)NC1=NC2=CC=C(C=C2C=C1C(=O)O)Cl (2-(1-Carboxy-2-pyridin-3-yl-ethylamino)-6-chloro-quinoline-3-carboxylic acid). RXN SMILES: Cl[C:2]1[C:11]([C:12]([OH:14])=[O:13])=[CH:10][C:9]2[C:4](=[CH:5][CH:6]=[C:7]([Cl:15])[CH:8]=2)[N:3]=1.[NH2:16][CH:17]([CH2:21][C:22]1[CH:23]=[N:24][CH:25]=[CH:26][CH:27]=1)[C:18]([OH:20])=[O:19]>CS(C)=O>[C:18]([CH:17]([NH:16][C:2]1[C:11]([C:12]([OH:14])=[O:13])=[CH:10][C:9]2[C:4](=[CH:5][CH:6]=[C:7]([Cl:15])[CH:8]=2)[N:3]=1)[CH2:21][C:22]1[CH:23]=[N:24][CH:25]=[CH:26][CH:27]=1)([OH:20])=[O:19]. Procedure details: In close analogy to the procedure described in Example 32, 2,6-dichloro-quinoline-3-carboxylic acid is reacted with 2-amino-3-pyridin-3-yl-propionic acid in DMSO to provide the title compound in good yield. The reactants are BrC1=CC2=C(NCCN(C2)C)C=C1 (7-bromo-4-methyl-2,3,4,5-tetrahydro-1H-benzo[e][1,4]diazepine), ClC1=CC=C(C=C1)I (1-chloro-4-iodobenzene), 2-(dicyclohexylphosphino)-2′,4′,6′-tri-i-isopropyl-1,1′-biphenyl, C([O-])([O-])=O.[Cs+].[Cs+] (cesium carbonate). The reagents and catalysts are C(C)(=O)[O-].[Pd+2].C(C)(=O)[O-] (palladium(II) acetate). Solvent: C1(=CC=CC=C1)C (toluene). Product: BrC1=CC2=C(N(CCN(C2)C)C2=CC=C(C=C2)Cl)C=C1 (7-bromo-1-(4-chlorophenyl)-4-methyl-2,3,4,5-tetrahydro-1H-benzo[e][1,4]diazepine). Yield: 21.2%. Reaction SMILES: [Br:1][C:2]1[CH:13]=[CH:12][C:5]2[NH:6][CH2:7][CH2:8][N:9]([CH3:11])[CH2:10][C:4]=2[CH:3]=1.[Cl:14][C:15]1[CH:20]=[CH:19][C:18](I)=[CH:17][CH:16]=1.C(=O)([O-])[O-].[Cs+].[Cs+]>C1(C)C=CC=CC=1.C([O-])(=O)C.[Pd+2].C([O-])(=O)C>[Br:1][C:2]1[CH:13]=[CH:12][C:5]2[N:6]([C:18]3[CH:19]=[CH:20][C:15]([Cl:14])=[CH:16][CH:17]=3)[CH2:7][CH2:8][N:9]([CH3:11])[CH2:10][C:4]=2[CH:3]=1 |f:2.3.4,6.7.8|. Procedure: A mixture of 7-bromo-4-methyl-2,3,4,5-tetrahydro-1H-benzo[e][1,4]diazepine (2.25 g, 9.33 mmol), 1-chloro-4-iodobenzene (3.10 g, 12.1 mmol), 2-(dicyclohexylphosphino)-2′,4′,6′-tri-i-isopropyl-1,1′-biphenyl (444 mg, 0.933 mmol), and cesium carbonate (6.1 g, 18.7 mmol) in toluene (60 mL) was purged with argon for 10 minutes before palladium(II) acetate (210 mg, 0.993 mmol) was added. After purging with argon for 5 minutes, the reaction mixture was heated at reflux overnight. The mixture was cooled,... Reaction SMILES: [CH3:1][O:2][C:3]1[C:4]([O:18][CH3:19])=[CH:5][C:6]2[C:15]3[CH2:14][CH2:13][NH:12][CH2:11][C:10]=3[C:9](=[O:16])[NH:8][C:7]=2[CH:17]=1.[CH3:20][N:21]([CH2:23][CH2:24]Cl)[CH3:22]>>[CH3:20][N:21]([CH3:22])[CH2:23][CH2:24][N:12]1[CH2:11][C:10]2[C:9](=[O:16])[NH:8][C:7]3[CH:17]=[C:3]([O:2][CH3:1])[C:4]([O:18][CH3:19])=[CH:5][C:6]=3[C:15]=2[CH2:14][CH2:13]1. Reactants: COC=1C(=CC2=C(NC(C=3CNCCC23)=O)C1)OC (1,2,3,4-tetrahydro-8,9-dimethoxybenzo[c][2,7]naphthyridin-5(6H)-one), CN(C)CCCl (dimethylamino ethyl chloride). Yields the product CN(CCN1CCC=2C3=C(NC(C2C1)=O)C=C(C(=C3)OC)OC)C (3-[2-(Dimethylamino)ethyl]-1,2,3,4-tetrahydro-8,9-dimethoxybenzo[c][2,7]naphthyridin-5(6H)-one). Procedure details: In the same way as described in example 10, 0.02 m of 1,2,3,4-tetrahydro-8,9-dimethoxybenzo[c][2,7]naphthyridin-5(6H)-one was alkylated with dimethylamino ethyl chloride. Crystallization from acetonitrile gave analytical material, mp 160°-164° C. Starting materials: CNC(=S)NCCSCC=1N=C(SC1)N (N-methyl-N'-[2-((2-amino-4-thiazolyl)methylthio)ethyl]thiourea), N#CN.[Pb] (lead cyanamide), 3(b). Product: C(#N)NC(=NCCSCC=1N=C(SC1)N)NC (N-Cyano-N'-methyl-N"-[2-((2-amino-4-thiazolyl)methylthio)-ethyl]guanidine). RXN SMILES: [CH3:1][NH:2][C:3]([NH:5][CH2:6][CH2:7][S:8][CH2:9][C:10]1[N:11]=[C:12]([NH2:15])[S:13][CH:14]=1)=S.[N:16]#[C:17][NH2:18].[Pb]>>[C:17]([NH:18][C:3]([NH:2][CH3:1])=[N:5][CH2:6][CH2:7][S:8][CH2:9][C:10]1[N:11]=[C:12]([NH2:15])[S:13][CH:14]=1)#[N:16] |f:1.2,^3:18|. Procedure details: Reaction of N-methyl-N'-[2-((2-amino-4-thiazolyl)methylthio)ethyl]thiourea with lead cyanamide by the procedure of Example (3(b) gives the title compound. The reactants are N=C1SC(C(N1)=O)=CC1=CC=C(C=C1)N1CCC(CC1)=O (1-[4-(2-Imino-4-oxo-thiazolidin-5-ylidenemethyl)-phenyl]-piperidine-4-one), NCC(O)C=1C=CC(=C(C1)NS(=O)(=O)C)O (N-[5-(2-Amino-1-hydroxy-ethyl)-2-hydroxy-phenyl]-methanesulfonamide). Yields the product OC1=C(C=C(C=C1)C(CNC1CCN(CC1)C1=CC=C(C=C1)C=C1C(NC(S1)=N)=O)O)NS(=O)(=O)C (N-[2-Hydroxy-5-(1-hydroxy-2-{1-[4-(2-imino-4-oxo-thiazolidin-5-ylidenemethyl)-phenyl]-piperidine-4-ylamino}-ethyl)-phenyl]-methanesulfonamide). Reaction SMILES: [NH:1]=[C:2]1[NH:6][C:5](=[O:7])[C:4](=[CH:8][C:9]2[CH:14]=[CH:13][C:12]([N:15]3[CH2:20][CH2:19][C:18](=O)[CH2:17][CH2:16]3)=[CH:11][CH:10]=2)[S:3]1.[NH2:22][CH2:23][CH:24]([C:26]1[CH:27]=[CH:28][C:29]([OH:37])=[C:30]([NH:32][S:33]([CH3:36])(=[O:35])=[O:34])[CH:31]=1)[OH:25]>>[OH:37][C:29]1[CH:28]=[CH:27][C:26]([CH:24]([OH:25])[CH2:23][NH:22][CH:18]2[CH2:19][CH2:20][N:15]([C:12]3[CH:13]=[CH:14][C:9]([CH:8]=[C:4]4[S:3][C:2](=[NH:1])[NH:6][C:5]4=[O:7])=[CH:10][CH:11]=3)[CH2:16][CH2:17]2)=[CH:31][C:30]=1[NH:32][S:33]([CH3:36])(=[O:35])=[O:34]. Procedure details: The title compound was prepared from 1-[4-(2-imino-4-oxo-thiazolidin-5-ylidenemethyl)-phenyl]-piperidine-4-one (which was obtained in Example 43) and N-[5-(2-amino-1-hydroxy-ethyl)-2-hydroxy-phenyl]-methanesulfonamide (which was obtained in Example 9) according to the procedure of Example 73 as a pale yellowish solid; mp >210° C. (decomposed); 1H NMR (300 MHz, DMSO-d6) δ 1.20-1.40 (m, 2H), 1.80-2.00 (m, 2H), 2.50-3.00 (m, 5H), 2.92 (s, 3 H), 3.70-3.90 (m, 2H), 4.47 (dd, J=7.9, 4.4 Hz, 1H), 6.81 ... Reactants: BrC1=CC(=NC=C1)CBr (4-bromo-2-(bromomethyl)pyridine), CS[Na] (methylsulfanylsodium). The solvent is CN(C=O)C (N,N-dimethylformamide), C(C)(=O)OCC (ethyl acetate). Reaction conditions: time 10 minute. Product: BrC1=CC(=NC=C1)CSC (4-bromo-2-(methylsulfanylmethyl)pyridine). Yield: 12.6%. RXN SMILES: [Br:1][C:2]1[CH:7]=[CH:6][N:5]=[C:4]([CH2:8]Br)[CH:3]=1.[CH3:10][S:11][Na]>CN(C)C=O.C(OCC)(=O)C>[Br:1][C:2]1[CH:7]=[CH:6][N:5]=[C:4]([CH2:8][S:11][CH3:10])[CH:3]=1. Reported procedure: Crude 4-bromo-2-(bromomethyl)pyridine was dissolved in N,N-dimethylformamide (3.000 mL), and mixture was cooled on an ice bath followed by the portion wise addition of methylsulfanylsodium (2.037 g, 29.07 mmol). Reaction mixture was left to stir for 10 minutes. The mixture was diluted with ethyl acetate, organic layer was washed with water and brine. Organic layer was extracted, dried over MgSO4 and concentrated in vacuo to a solid. Residue was purification by silica gel column chromatography lo...